This data is from the Open Reaction Database (ORD), a public repository of structured organic reaction records. The task is: describe an organic reaction: reactants, conditions, products, and yield Starting materials: C(C1=CC=CC=C1)NC(OC(C)(C)C)=O (t-butyl benzylcarbamate), CN(CCN(C)C)C (tetramethylethylenediamine), C(=O)C=C (acrolein), solution, C(C)(CC)[Li] (secondary butyllithium). Solvent: O1CCCC1 (tetrahydrofuran), O (water), CCCCCC (hexane). Reaction conditions: temperature 78 celsius, time 3 hour. The product is C1(=CC=CC=C1)C(C(C=C)O)NC(=O)OC(C)(C)C (1-phenyl-1-t-butoxycarbonylamino-2-hydroxybut-3-ene). Isolated yield 49.0%. As a reaction SMILES: [CH2:1]([NH:8][C:9](=[O:15])[O:10][C:11]([CH3:14])([CH3:13])[CH3:12])[C:2]1[CH:7]=[CH:6][CH:5]=[CH:4][CH:3]=1.CN(C)CCN(C)C.C([Li])(CC)C.[CH:29]([CH:31]=[CH2:32])=[O:30]>CCCCCC.O.O1CCCC1>[C:2]1([CH:1]([NH:8][C:9]([O:10][C:11]([CH3:12])([CH3:14])[CH3:13])=[O:15])[CH:29]([OH:30])[CH:31]=[CH2:32])[CH:7]=[CH:6][CH:5]=[CH:4][CH:3]=1. Procedure details: 4.2 g (20.3 mmol) of t-butyl benzylcarbamate, 40 cm3 of anhydrous tetrahydrofuran and 6.5 cm3 (5.0 g, 43 mmol) of tetramethylethylenediamine (TMEDA) are introduced successively into a 250 cm3 single-necked flask placed under argon and equipped with a magnetic stirring system. The solution obtained is cooled to 78° C. and 60 cm3 (60 mmol) of a 1M solution of secondary butyllithium in hexane are then added dropwise. The reaction is left to proceed for 3 hours at this temperature and the mixture is...